Dataset: the Open Reaction Database (ORD), a public repository of structured organic reaction records. Task: describe an organic reaction: reactants, conditions, products, and yield Starting materials: CN1CCC(CC1)N(C1=CC=C(C=C1)CN1CCOCC1)C=C(C(=O)OCC)C(=O)OCC (diethyl 2-{[(1-methyl-4-piperidinyl)-4-(4-morpholinylmethyl)anilino]methylene}malonate), C([O-])(O)=O (bicarbonate), polyphosphoric acid. Run in ClCCl (dichloromethane). Reaction conditions: temperature 130 celsius. Product: CN1CCC(CC1)N1C=C(C(C2=CC(=CC=C12)CN1CCOCC1)=O)C(=O)OCC (ethyl 1-(1-methyl-4-piperidinyl)-6-(4-morpholinylmethyl)-4-oxo-1,4-dihydro-3-quinolinecarboxylate). Isolated yield 98.8%. As a reaction SMILES: [CH3:1][N:2]1[CH2:7][CH2:6][CH:5]([N:8]([CH:22]=[C:23]([C:29]([O:31]CC)=O)[C:24]([O:26][CH2:27][CH3:28])=[O:25])[C:9]2[CH:14]=[CH:13][C:12]([CH2:15][N:16]3[CH2:21][CH2:20][O:19][CH2:18][CH2:17]3)=[CH:11][CH:10]=2)[CH2:4][CH2:3]1.C(=O)(O)[O-]>ClCCl>[CH3:1][N:2]1[CH2:7][CH2:6][CH:5]([N:8]2[C:9]3[C:10](=[CH:11][C:12]([CH2:15][N:16]4[CH2:17][CH2:18][O:19][CH2:20][CH2:21]4)=[CH:13][CH:14]=3)[C:29](=[O:31])[C:23]([C:24]([O:26][CH2:27][CH3:28])=[O:25])=[CH:22]2)[CH2:4][CH2:3]1. Procedure: A flask containing diethyl 2-{[(1-methyl-4-piperidinyl)-4-(4-morpholinylmethyl)anilino]methylene}malonate (0.36 g) is treated with polyphosphoric acid (1.8 g). The reaction mixture is heated to 130° C. under a flow of nitrogen gas. After 4 hours the reaction is cooled to room temperature. The reaction mixture is carefully added to a vigorously stirred mixture of dichloromethane and saturated aqueous bicarbonate. The layers are separated and the basic aqueous layer is extracted with three additio... The product is COC(=O)C(CO)N(Cc1ccccc1N=Cc1ccncc1)S(=O)(=O)c1ccc(OC)cc1. As a reaction SMILES: [CH3:36][CH2:37][OH:38].[NH2:1][c:2]1[c:3]([CH2:4][N:5]([CH:6]([C:7](=[O:8])[O:9][CH3:10])[CH2:11][OH:12])[S:13](=[O:14])(=[O:15])[c:16]2[cH:17][cH:18][c:19]([O:22][CH3:23])[cH:20][cH:21]2)[cH:24][cH:25][cH:26][cH:27]1.[n:28]1[cH:29][cH:30][c:31]([CH:34]=[O:35])[cH:32][cH:33]1>>[N:1]([c:2]1[c:3]([CH2:4][N:5]([CH:6]([C:7](=[O:8])[O:9][CH3:10])[CH2:11][OH:12])[S:13](=[O:14])(=[O:15])[c:16]2[cH:17][cH:18][c:19]([O:22][CH3:23])[cH:20][cH:21]2)[cH:24][cH:25][cH:26][cH:27]1)=[CH:34][c:31]1[cH:30][cH:29][n:28][cH:33][cH:32]1. The reactants are CCO, COC(=O)C(CO)N(Cc1ccccc1N)S(=O)(=O)c1ccc(OC)cc1, O=Cc1ccncc1. The reactants are CC=1C=C(C(=O)Cl)C=C(C1)C (3,5-dimethylbenzoyl chloride), ClCl (chlorine). The reagents and catalysts are [Fe](Cl)(Cl)Cl (iron (III) chloride). Yields the product ClC1=C(C(=O)Cl)C=C(C=C1C)C (2-chloro-3,5-dimethylbenzoyl chloride). Yield: 64.8%. RXN SMILES: [CH3:1][C:2]1[CH:3]=[C:4]([CH:8]=[C:9]([CH3:11])[CH:10]=1)[C:5]([Cl:7])=[O:6].[Cl:12]Cl>[Fe](Cl)(Cl)Cl>[Cl:12][C:3]1[C:2]([CH3:1])=[CH:10][C:9]([CH3:11])=[CH:8][C:4]=1[C:5]([Cl:7])=[O:6]. Procedure details: A stirred apparatus with gas feed and discharge to an eliminator was initially charged with 100 g (0.593 mol) of 3,5-dimethylbenzoyl chloride together with 0.5 g of iron (III) chloride, and 42 g of chlorine were introduced at 22-28° C. over the course of 3 hours. Fractional distillation gave 78 g of 2-chloro-3,5-dimethylbenzoyl chloride. Boiling range: 113-114° C. at 5 mbar. Starting materials: NC1=NOC(=C1I)C (3-amino-4-iodo-5-methylisoxazole), C1(=CC=CC=C1)S(=O)(=O)Cl (benzenesulfonyl chloride). The product is IC=1C(=NOC1C)NS(=O)(=O)C1=CC=CC=C1 (N-(4-Iodo-5-methyl-3-isoxazolyl)benzenesulfonamide), powder. Isolated yield 46.0%. RXN SMILES: [NH2:1][C:2]1[C:6]([I:7])=[C:5]([CH3:8])[O:4][N:3]=1.[C:9]1([S:15](Cl)(=[O:17])=[O:16])[CH:14]=[CH:13][CH:12]=[CH:11][CH:10]=1>>[I:7][C:6]1[C:2]([NH:1][S:15]([C:9]2[CH:14]=[CH:13][CH:12]=[CH:11][CH:10]=2)(=[O:17])=[O:16])=[N:3][O:4][C:5]=1[CH3:8]. Reported procedure: N-(4-Iodo-5-methyl-3-isoxazolyl)benzenesulfonamide was prepared from 3-amino-4-iodo-5-methylisoxazole and benzenesulfonyl chloride according to the procedures described in Example 2b. The crude product was purified by recrystalization from ethyl acetate/hexanes to give a brown powder m.p. 138°-141° C., yield 46%. The reactants are [BH4-], [Cl-], [Cl-], CCOC(=O)C(Cc1ccc(CC(F)(F)C(F)(F)F)cc1)C(=O)c1cccc(Cl)c1, [Na+], [Zn+2]. The product is CCOC(=O)C(Cc1ccc(CC(F)(F)C(F)(F)F)cc1)C(O)c1cccc(Cl)c1. As a reaction SMILES: [BH4-:1].[Cl-:33].[Cl-:35].[Cl:3][c:4]1[cH:5][c:6]([C:10]([CH:11]([C:12](=[O:13])[O:14][CH2:15][CH3:16])[CH2:17][c:18]2[cH:19][cH:20][c:21]([CH2:24][C:25]([C:26]([F:27])([F:28])[F:29])([F:30])[F:31])[cH:22][cH:23]2)=[O:32])[cH:7][cH:8][cH:9]1.[Na+:2].[Zn+2:34]>>[Cl:3][c:4]1[cH:5][c:6]([CH:10]([CH:11]([C:12](=[O:13])[O:14][CH2:15][CH3:16])[CH2:17][c:18]2[cH:19][cH:20][c:21]([CH2:24][C:25]([C:26]([F:27])([F:28])[F:29])([F:30])[F:31])[cH:22][cH:23]2)[OH:32])[cH:7][cH:8][cH:9]1. Reactants: [OH-].[NH4+] (ammonium hydroxide), [N+](=O)([O-])C=1C=C(OCC2=NC3=CC=CC=C3C=N2)C=CC1 (2-[(3-nitrophenoxy)methyl]quinazoline), ferrous sulfate heptahydrate, Cl (hydrochloric acid), C(C)(=O)OCC.CCCCCC (ethyl acetate hexane). The solvent is O (water), C(C)(=O)OCC (ethyl acetate), O (water). Reaction conditions: temperature 90 celsius. Product: N1=C(N=CC2=CC=CC=C12)COC=1C=C(C=CC1)N (3-(2-quinazolinylmethoxy)benzenamine). Isolated yield 55.3%. As a reaction SMILES: [N+:1]([C:4]1[CH:5]=[C:6]([CH:19]=[CH:20][CH:21]=1)[O:7][CH2:8][C:9]1[N:18]=[CH:17][C:16]2[C:11](=[CH:12][CH:13]=[CH:14][CH:15]=2)[N:10]=1)([O-])=O.Cl.[OH-].[NH4+].C(OCC)(=O)C.CCCCCC>O.C(OCC)(=O)C>[N:10]1[C:11]2[C:16](=[CH:15][CH:14]=[CH:13][CH:12]=2)[CH:17]=[N:18][C:9]=1[CH2:8][O:7][C:6]1[CH:5]=[C:4]([NH2:1])[CH:21]=[CH:20][CH:19]=1 |f:2.3,4.5|. Procedure: A suspension of 10 g (0.036 mol) of 2-[(3-nitrophenoxy)methyl]quinazoline in a solution of 105 g (0.38 mol) of ferrous sulfate heptahydrate and 0.5 ml of concentrated hydrochloric acid in 175 ml of water is heated on a steam bath to 90° C. Concentrated ammonium hydroxide is added in increments of 25 ml, and 3×10 ml over a period of 15 minutes. Heating is discontinued and the reaction mixture is allowed to cool over a period of 45 minutes while vigorously stirring. The reaction mixture is diluted... Reactants: BrC=1C=CC(=C(C(=O)O)C1)Cl (5-bromo-2-chlorobenzoic acid), FC1=C(C=CC=C1)OCC (2-fluorophenetole). The product is BrC1=CC(=C(C=C1)Cl)CC1=CC(=C(C=C1)OCC)F (1-bromo-4-chloro-3-(4-ethoxy-3-fluorobenzyl)benzene). RXN SMILES: [Br:1][C:2]1[CH:3]=[CH:4][C:5]([Cl:11])=[C:6]([CH:10]=1)[C:7](O)=O.[F:12][C:13]1[CH:18]=[CH:17][CH:16]=[CH:15][C:14]=1[O:19][CH2:20][CH3:21]>>[Br:1][C:2]1[CH:3]=[CH:4][C:5]([Cl:11])=[C:6]([CH2:7][C:17]2[CH:16]=[CH:15][C:14]([O:19][CH2:20][CH3:21])=[C:13]([F:12])[CH:18]=2)[CH:10]=1. Procedure: Synthesis was performed by a similar method as in Preparation Example 14 using 5-bromo-2-chlorobenzoic acid and 2-fluorophenetole.